From a dataset of the Open Reaction Database (ORD), a public repository of structured organic reaction records. describe an organic reaction: reactants, conditions, products, and yield The reactants are compound 116, N(=[N+]=[N-])C=1C=CC(=C(C1)C(=O)C1=C(C=C(C=C1)NC1=C(C=C(C=C1)F)F)Cl)C ((5-Azido-2-methyl-phenyl)-[2-chloro-4-(2,4-difluoro-phenylamino)-phenyl]-methanone), C(C#C)O (prop-2-yn-1-ol). Product: ClC1=C(C=CC(=C1)NC1=C(C=C(C=C1)F)F)C(=O)C1=C(C=CC(=C1)N1N=NC(=C1)CO)C ([2-Chloro-4-(2,4-difluoro-phenylamino)-phenyl]-[5-(4-hydroxymethyl-[1,2,3]triazol-1-yl)-2-methyl-phenyl]-methanone). Reaction SMILES: [N:1]([C:4]1[CH:5]=[CH:6][C:7]([CH3:28])=[C:8]([C:10]([C:12]2[CH:17]=[CH:16][C:15]([NH:18][C:19]3[CH:24]=[CH:23][C:22]([F:25])=[CH:21][C:20]=3[F:26])=[CH:14][C:13]=2[Cl:27])=[O:11])[CH:9]=1)=[N+:2]=[N-:3].[CH2:29]([OH:32])[C:30]#[CH:31]>>[Cl:27][C:13]1[CH:14]=[C:15]([NH:18][C:19]2[CH:24]=[CH:23][C:22]([F:25])=[CH:21][C:20]=2[F:26])[CH:16]=[CH:17][C:12]=1[C:10]([C:8]1[CH:9]=[C:4]([N:1]2[CH:31]=[C:30]([CH2:29][OH:32])[N:3]=[N:2]2)[CH:5]=[CH:6][C:7]=1[CH3:28])=[O:11]. Procedure: The reaction was carried out similarly as described in the preparation of compound 116, using compound 434 (0.125 mmol) and prop-2-yn-1-ol (0.125 mmol). The crude product was purified by continuous gradient flash chromatography using EtOAc/petroleum ether (40-60) 0:100 to 60:40 as the eluent to afford the title compound. Reactants: CNC1=CC=CC=C1 (N-methylaniline), C([O-])([O-])=O.[K+].[K+] (potassium carbonate), FC(S(=O)(=O)OCC(F)(F)F)(F)F (2,2,2-trifluoroethyl trifluoromethanesulfonate). Run at temperature 105 celsius. Yields the product CN(C1=CC=CC=C1)CC(F)(F)F (N-Methyl-N-2,2,2-trifluoroethylaniline). Reaction SMILES: [CH3:1][NH:2][C:3]1[CH:8]=[CH:7][CH:6]=[CH:5][CH:4]=1.C(=O)([O-])[O-].[K+].[K+].FC(F)(F)S(O[CH2:21][C:22]([F:25])([F:24])[F:23])(=O)=O>>[CH3:1][N:2]([CH2:21][C:22]([F:25])([F:24])[F:23])[C:3]1[CH:8]=[CH:7][CH:6]=[CH:5][CH:4]=1 |f:1.2.3|. Reported procedure: Fluorinated light-absorbing electron donors were prepared. N-Methyl-N-2,2,2-trifluoroethylaniline was prepared as follows. Into a flask were placed N-methylaniline (6.0 g) and potassium carbonate (10.0 g) the flask was assembled with a refluxing condenser. To the flask was slowly added 2,2,2-trifluoroethyl trifluoromethanesulfonate (13 g). After addition, the reaction mixture was stirred and heated to 100-110° C. overnight. The reaction mixture was then quenched by addition of 100 mL of water. T... Reactants: C(C)OC1=C(C(=O)NC=2C(=NN(C2C(=O)N)C)C)C=CC=C1 (4-(2-Ethoxybenzamido)-1,3-dimethylpyrazole-5-carboxamide), polyphosphoric acid, [OH-].[Na+] (sodium hydroxide). Run in ice water. Conditions: temperature 140 celsius. Product: C(C)OC1=C(C=CC=C1)C=1NC(C2=C(N1)C(=NN2C)C)=O (5-(2-Ethoxyphenyl)-1,3-dimethyl-1,6-dihydro-7H-pyrazolo[4,3-d]-pyrimidin-7-one). As a reaction SMILES: [CH2:1]([O:3][C:4]1[CH:22]=[CH:21][CH:20]=[CH:19][C:5]=1[C:6]([NH:8][C:9]1[C:10]([CH3:18])=[N:11][N:12]([CH3:17])[C:13]=1[C:14]([NH2:16])=[O:15])=O)[CH3:2].[OH-].[Na+]>>[CH2:1]([O:3][C:4]1[CH:22]=[CH:21][CH:20]=[CH:19][C:5]=1[C:6]1[NH:16][C:14](=[O:15])[C:13]2[N:12]([CH3:17])[N:11]=[C:10]([CH3:18])[C:9]=2[N:8]=1)[CH3:2] |f:1.2|. Reported procedure: 4-(2-Ethoxybenzamido)-1,3-dimethylpyrazole-5-carboxamide (1.6 g, 5.29 mmol) was added to polyphosphoric acid (50 g) and the mixture heated to 140° C. for 6 hours. The solution was cooled, poured into ice-water (100 ml), and then the mixture was basified with 10% aqueous sodium hydroxide solution and extracted with dichloromethane (3×100 ml). The organic extracts were combined, dried (MgSO4) and evaporated under vacuum. The residue was chromatographed on silica gel eluting with a 97:3 mixture of ...